Task: describe an organic reaction: reactants, conditions, products, and yield. Dataset: the Open Reaction Database (ORD), a public repository of structured organic reaction records The reactants are C(CCCCCCCCCCCCCCC)O (hexadecylalcohol), [H-].[Na+] (sodium hydride), COC1=C(C=C(C(=C1)[N+](=O)[O-])OC)[N+](=O)[O-] (1,4-dimethoxy-2,5-dinitrobenzene). Run in O (water), CN(C=O)C (dimethylformamide), C(C)(=O)O (acetic acid). Conditions: temperature 50 celsius, time 1 hour. Yields the product COC1=C(C=C(C(=C1)OCCCCCCCCCCCCCCCC)OC)[N+](=O)[O-] (2,5-dimethoxy-4-hexadecyloxy nitrobenzene). The yield is 60.0%. RXN SMILES: [CH2:1]([OH:17])[CH2:2][CH2:3][CH2:4][CH2:5][CH2:6][CH2:7][CH2:8][CH2:9][CH2:10][CH2:11][CH2:12][CH2:13][CH2:14][CH2:15][CH3:16].[H-].[Na+].[CH3:20][O:21][C:22]1[CH:27]=[C:26]([N+:28]([O-:30])=[O:29])[C:25]([O:31][CH3:32])=[CH:24][C:23]=1[N+]([O-])=O>CN(C)C=O.O.C(O)(=O)C>[CH3:32][O:31][C:25]1[CH:24]=[C:23]([O:17][CH2:1][CH2:2][CH2:3][CH2:4][CH2:5][CH2:6][CH2:7][CH2:8][CH2:9][CH2:10][CH2:11][CH2:12][CH2:13][CH2:14][CH2:15][CH3:16])[C:22]([O:21][CH3:20])=[CH:27][C:26]=1[N+:28]([O-:30])=[O:29] |f:1.2|. Procedure: A mixture of 12.7 g (0.0525 mole) of hexadecylalcohol and 2.50 g of a 55% by weight oily suspension of sodium hydride (0.057 mole) in 100 ml of dimethylformamide was stirred for 1 h at 50° C. (formation of foam). Thereafter 11.4 g (0.05 mole) of 1,4-dimethoxy-2,5-dinitrobenzene prepared as illustrated hereinbefore was added and the mixture was stirred for 1 h at 50° C. The mixture was poured in 500 ml of water and 10 ml of acetic acid. The precipitate which was formed, was filtered off and washe...